From a dataset of the Open Reaction Database (ORD), a public repository of structured organic reaction records. describe an organic reaction: reactants, conditions, products, and yield The reactants are N(=O)[O-].[Na+] (sodium nitrite), CC1=C(C=C(C=C1)N)O (5-amino-O-cresol), S(O)(O)(=O)=O (sulfuric acid), [I-].[K+] (potassium iodide). The reagents and catalysts are [Cu] (copper). The solvent is O (water), O1CCCC1 (tetrahydrofuran), O (water), O (water), O (water). The product is IC=1C=CC(=C(C1)O)C (5-iodo-2-methyl-phenol). RXN SMILES: [CH3:1][C:2]1[CH:7]=[CH:6][C:5](N)=[CH:4][C:3]=1[OH:9].S(=O)(=O)(O)O.N([O-])=O.[Na+].[I-:19].[K+]>O1CCCC1.O.[Cu]>[I:19][C:5]1[CH:6]=[CH:7][C:2]([CH3:1])=[C:3]([OH:9])[CH:4]=1 |f:2.3,4.5|. Reported procedure: A solution of 5-amino-O-cresol (10.0 g, 81 mmol) (Aldrich) in a mixture of tetrahydrofuran (100 mL), water (150 mL) and concentrated sulfuric acid (6 mL, 0.11 mmol) was cooled in an ice-water bath. A solution of sodium nitrite (5.6 g, 81 mmol) in water (30 mL) was added dropwise over 30 minutes. Mixture was stirred with cooling for another 30 minutes. (A suspension formed). Powder copper metal (200 mg, 3 mmol) was added followed by a solution of potassium iodide (17.5 g, 0.11 mmol) in water (70 ...